describe an organic reaction: reactants, conditions, products, and yield From a dataset of the Open Reaction Database (ORD), a public repository of structured organic reaction records. Starting materials: substituted or unsubstituted phenylmethyl chloride, FC(C=1C=C(C=CC1)CCl)(F)F (3-trifluoromethylphenylmethyl chloride), ON1C(C=2C(C1=O)=CC=CC2)=O (N-hydroxyphthalimide). Solvent: CS(=O)C (dimethyl sulfoxide). Yields the product C1(=CC=CC=C1)CON1C(C=2C(C1=O)=CC=CC2)=O (N-(phenylmethoxy)phthalimide). RXN SMILES: F[C:2](F)(F)[C:3]1[CH:4]=[C:5](CCl)[CH:6]=[CH:7][CH:8]=1.[OH:13][N:14]1[C:18](=[O:19])[C:17]2=[CH:20][CH:21]=[CH:22][CH:23]=[C:16]2[C:15]1=[O:24]>CS(C)=O>[C:3]1([CH2:2][O:13][N:14]2[C:15](=[O:24])[C:16]3=[CH:23][CH:22]=[CH:21][CH:20]=[C:17]3[C:18]2=[O:19])[CH:4]=[CH:5][CH:6]=[CH:7][CH:8]=1. Reported procedure: When the bridging group n is =NOCH2 --, an appropriately substituted or unsubstituted phenylmethyl chloride, for example, 3-trifluoromethylphenylmethyl chloride, is reacted under basic conditions with N-hydroxyphthalimide in dimethyl sulfoxide, yielding the corresponding N-(phenylmethoxy)phthalimide. The so-prepared phthalimide is in turn reacted with hydrazine monohydrate in ethanol, affording an O-(phenylmethyl)hydroxylamine, for example, O-(3-trifluorophenylmethyl)hydroxylamine. The O-(phenyl... The reactants are N, O, CC(C)CC(C)(O)C#N. Product: CC(C)CC(C)(N)C#N. RXN SMILES: [NH3:1].[OH2:11].[OH:2][C:3]([C:4]#[N:5])([CH2:6][CH:7]([CH3:8])[CH3:9])[CH3:10]>>[NH2:1][C:3]([C:4]#[N:5])([CH2:6][CH:7]([CH3:8])[CH3:9])[CH3:10]. Starting materials: C(C)OC(C)OC(C(=O)[O-])C.[K+] (potassium 2-[(1'-ethoxy)ethoxy]propanoate), O (water), [Cl-].[Ca+2].[Cl-] (calcium chloride). Product: C(C)OC(C)OC(C(=O)[O-])C.[Ca+2].C(C)OC(C)OC(C(=O)[O-])C (calcium 2-[(1'-ethoxy)ethoxy]propanoate). Yield: 39.7%. As a reaction SMILES: [CH2:1]([O:3][CH:4]([O:6][CH:7]([CH3:11])[C:8]([O-:10])=[O:9])[CH3:5])[CH3:2].[K+].O.[Cl-].[Ca+2:15].[Cl-]>>[CH2:1]([O:3][CH:4]([O:6][CH:7]([CH3:11])[C:8]([O-:10])=[O:9])[CH3:5])[CH3:2].[Ca+2:15].[CH2:1]([O:3][CH:4]([O:6][CH:7]([CH3:11])[C:8]([O-:10])=[O:9])[CH3:5])[CH3:2] |f:0.1,3.4.5,6.7.8|. Procedure details: To a 50 mL flask containing 5.9 g (0.05 mole) product of Example 1 and 6.5 g (0.36 mole) water at 20° C. is added 20 g 50% calcium chloride aqueous solution. A white crystalline solid material was isolated by filtration and dried yielding 3.6 g (20%) calcium 2-[(1'-ethoxy)ethoxy]propanoate. Starting materials: C(#C)C=1C=NN2C1N=C(C=C2C(F)(F)F)C2=CC=C(C=C2)C(F)(F)F (3-ethynyl-7-trifluoromethyl-5-(4-trifluoromethyl-phenyl)-pyrazolo[1,5-a]pyrimidine), BrC=1C=C(C=NC1)N (5-Bromo-pyridin-3-ylamine). The product is FC(C1=CC(=NC=2N1N=CC2C#CC=2C=C(C=NC2)N)C2=CC=C(C=C2)C(F)(F)F)(F)F (5-[7-Trifluoromethyl-5-(4-trifluoromethyl-phenyl)-pyrazolo[1,5-a]pyrimidin-3-ylethynyl]-pyridin-3-ylamine), solid. Isolated yield 9.0%. As a reaction SMILES: [C:1]([C:3]1[CH:4]=[N:5][N:6]2[C:11]([C:12]([F:15])([F:14])[F:13])=[CH:10][C:9]([C:16]3[CH:21]=[CH:20][C:19]([C:22]([F:25])([F:24])[F:23])=[CH:18][CH:17]=3)=[N:8][C:7]=12)#[CH:2].Br[C:27]1[CH:28]=[C:29]([NH2:33])[CH:30]=[N:31][CH:32]=1>>[F:15][C:12]([F:14])([F:13])[C:11]1[N:6]2[N:5]=[CH:4][C:3]([C:1]#[C:2][C:27]3[CH:28]=[C:29]([NH2:33])[CH:30]=[N:31][CH:32]=3)=[C:7]2[N:8]=[C:9]([C:16]2[CH:21]=[CH:20][C:19]([C:22]([F:25])([F:24])[F:23])=[CH:18][CH:17]=2)[CH:10]=1. Reported procedure: The title compound was prepared from 3-ethynyl-7-trifluoromethyl-5-(4-trifluoromethyl-phenyl)-pyrazolo[1,5-a]pyrimidine (example C.1) (355 g, 1.0 mmol) and 5-bromo-pyridin-3-ylamine (example B.44) (156 mg, 0.9 mmol) according to general procedure II. Obtained as a light brown solid (40 mg, 9%). MS (ISN) 506.1 [(M+OAc)−]; mp 216-217° C. Reactants: C(=O)([O-])[O-].[K+].[K+] (K2CO3), ClCC(=O)NC1CCCCC1 (2-chloro-N-cyclohexylacetamide), CC1=C(SC=2N=CNC(C21)=O)C(=O)OC (methyl 5-methyl-4-oxo-3,4-dihydrothieno[2,3-d]pyrimidine-6-carboxylate). Solvent: CC#N (CH3CN). Product: C1(CCCCC1)NC(CN1C=NC2=C(C1=O)C(=C(S2)C(=O)OC)C)=O (methyl 3-(2-(cyclohexylamino)-2-oxoethyl)-5-methyl-4-oxo-3,4-dihydrothieno[2,3-d]pyrimidine-6-carboxylate). Reaction SMILES: [CH3:1][C:2]1[C:10]2[C:9](=[O:11])[NH:8][CH:7]=[N:6][C:5]=2[S:4][C:3]=1[C:12]([O:14][CH3:15])=[O:13].C([O-])([O-])=O.[K+].[K+].Cl[CH2:23][C:24]([NH:26][CH:27]1[CH2:32][CH2:31][CH2:30][CH2:29][CH2:28]1)=[O:25]>CC#N>[CH:27]1([NH:26][C:24](=[O:25])[CH2:23][N:8]2[C:9](=[O:11])[C:10]3[C:2]([CH3:1])=[C:3]([C:12]([O:14][CH3:15])=[O:13])[S:4][C:5]=3[N:6]=[CH:7]2)[CH2:32][CH2:31][CH2:30][CH2:29][CH2:28]1 |f:1.2.3|. Reported procedure: To a suspension of methyl 5-methyl-4-oxo-3,4-dihydrothieno[2,3-d]pyrimidine-6-carboxylate (2.24 g, 10 mmol) in CH3CN (25 mL) was added K2CO3 (1.38 g, 10 mmol), KI (1.61 g, 10 mmol), and 2-chloro-N-cyclohexylacetamide (1.75 g, 10 mmol). The reaction mixture was refluxed overnight and quenched with H2O (120 mL). The resulting precipitate was filtered and dried to afford methyl 3-(2-(cyclohexylamino)-2-oxoethyl)-5-methyl-4-oxo-3,4-dihydrothieno[2,3-d]pyrimidine-6-carboxylate, as a solid (yield: qua... The reactants are Cc1cccc(CCBr)c1, O=C([O-])[O-], COC(=O)c1ccc(I)c(O)c1, [K+], [K+], CN(C)C=O. Yields the product COC(=O)c1ccc(I)c(OCCc2cccc(C)c2)c1. As a reaction SMILES: [Br:13][CH2:14][CH2:15][c:16]1[cH:17][c:18]([CH3:22])[cH:19][cH:20][cH:21]1.[C:23](=[O:24])([O-:25])[O-:26].[CH3:1][O:2][C:3]([c:4]1[cH:5][c:6]([OH:11])[c:7]([I:10])[cH:8][cH:9]1)=[O:12].[K+:27].[K+:28].[O:29]=[CH:30][N:31]([CH3:32])[CH3:33]>>[CH3:1][O:2][C:3]([c:4]1[cH:5][c:6]([O:11][CH2:14][CH2:15][c:16]2[cH:17][c:18]([CH3:22])[cH:19][cH:20][cH:21]2)[c:7]([I:10])[cH:8][cH:9]1)=[O:12]. The reactants are Cl (hydrochloric acid), CC=1N=C(NC1)C1=CC=2N(C3=CC=CC=C3SC2C=C1)C(CN1CCCC1)C (2-(4-methyl-2-imidazolyl)-10[(2RS)-1-(1-pyrrolidinyl)-2-propyl]phenothiazine). Solvent: C(C)O (ethanol), C(C)OCC (ethyl ether). Conditions: time 5 minute. Yields the product Cl.CC=1N=C(NC1)C1=CC=2N(C3=CC=CC=C3SC2C=C1)C(CN1CCCC1)C (2-(4-methyl-2-imidazolyl)-10-[(2RS)-1-(1-pyrrolidinyl)-2-propyl]phenothiazine hydrochloride). RXN SMILES: [ClH:1].[CH3:2][C:3]1[N:4]=[C:5]([C:8]2[CH:21]=[CH:20][C:19]3[S:18][C:17]4[C:12](=[CH:13][CH:14]=[CH:15][CH:16]=4)[N:11]([CH:22]([CH3:29])[CH2:23][N:24]4[CH2:28][CH2:27][CH2:26][CH2:25]4)[C:10]=3[CH:9]=2)[NH:6][CH:7]=1>C(O)C.C(OCC)C>[ClH:1].[CH3:2][C:3]1[N:4]=[C:5]([C:8]2[CH:21]=[CH:20][C:19]3[S:18][C:17]4[C:12](=[CH:13][CH:14]=[CH:15][CH:16]=4)[N:11]([CH:22]([CH3:29])[CH2:23][N:24]4[CH2:28][CH2:27][CH2:26][CH2:25]4)[C:10]=3[CH:9]=2)[NH:6][CH:7]=1 |f:4.5|. Procedure: 1.2 N ethereal hydrochloric acid (0.64 cc) is added to a solution of 2-(4-methyl-2-imidazolyl)-10[(2RS)-1-(1-pyrrolidinyl)-2-propyl]phenothiazine (0.30 g) in anhydrous ethanol (3 cc). The mixture is stirred for 5 minutes and then concentrated to dryness at 40° C. under reduced pressure (30 mm Hg; 4 kPa) to give a residue which is taken up in ethyl ether (70 cc). The solid obtained is filtered off on sintered glass to give 2-(4-methyl-2-imidazolyl)-10-[(2RS)-1-(1-pyrrolidinyl)-2-propyl]phenothiaz... Starting materials: C1(=CC=CC2=CC=CC=C12)S(=O)(=O)Cl (1-naphthylsulfonyl chloride), C1(=CC=CC=C1)C(CC)NC(=O)C=1C=C2C=CNC2=CC1 (N-(1-phenylpropyl)-1H-indole-5-carboxamide). Yields the product C1(=CC=CC2=CC=CC=C12)S(=O)(=O)N1C=CC2=CC(=CC=C12)C(=O)NC(CC)C1=CC=CC=C1 (1-(naphthalen-1-ylsulfonyl)-N-(1-phenylpropyl)-1H-indole-5-carboxamide). Reaction SMILES: [C:1]1([S:11](Cl)(=[O:13])=[O:12])[C:10]2[C:5](=[CH:6][CH:7]=[CH:8][CH:9]=2)[CH:4]=[CH:3][CH:2]=1.[C:15]1([CH:21]([NH:24][C:25]([C:27]2[CH:28]=[C:29]3[C:33](=[CH:34][CH:35]=2)[NH:32][CH:31]=[CH:30]3)=[O:26])[CH2:22][CH3:23])[CH:20]=[CH:19][CH:18]=[CH:17][CH:16]=1>>[C:1]1([S:11]([N:32]2[C:33]3[C:29](=[CH:28][C:27]([C:25]([NH:24][CH:21]([C:15]4[CH:16]=[CH:17][CH:18]=[CH:19][CH:20]=4)[CH2:22][CH3:23])=[O:26])=[CH:35][CH:34]=3)[CH:30]=[CH:31]2)(=[O:13])=[O:12])[C:10]2[C:5](=[CH:6][CH:7]=[CH:8][CH:9]=2)[CH:4]=[CH:3][CH:2]=1. Reported procedure: The title compound was prepared following the same general protocol as described in Example 28, using 1-naphthylsulfonyl chloride and N-(1-phenylpropyl)-1H-indole-5-carboxamide. LC-MS 469 (M+H). Starting materials: BrC1=C(C=CC(=C1)F)C1N=C(NC(=C1C(=O)OC)CBr)C=1SC=CN1 (Methyl 4-(2-bromo-4-fluorophenyl)-6-(bromomethyl)-2-(thiazol-2-yl)-1,4-dihydropyrimidine-5-carboxylate), Cl.N1CC(OCC1)C(=O)O (morpholine-2-carboxylic acid hydrochloride). Product: BrC1=C(C=CC(=C1)F)C1C(=C(NC(=N1)C=1SC=CN1)CN1CC(OCC1)C(=O)O)C(=O)OC (4-((6-(2-bromo-4-fluorophenyl)-5-(methoxycarbonyl)-2-(thiazol-2-yl)-3,6-dihydropyrimidin-4-yl)methyl)morpholine-2-carboxylic acid). Yield: 40.0%. As a reaction SMILES: [Br:1][C:2]1[CH:7]=[C:6]([F:8])[CH:5]=[CH:4][C:3]=1[CH:9]1[C:14]([C:15]([O:17][CH3:18])=[O:16])=[C:13]([CH2:19]Br)[NH:12][C:11]([C:21]2[S:22][CH:23]=[CH:24][N:25]=2)=[N:10]1.Cl.[NH:27]1[CH2:32][CH2:31][O:30][CH:29]([C:33]([OH:35])=[O:34])[CH2:28]1>>[Br:1][C:2]1[CH:7]=[C:6]([F:8])[CH:5]=[CH:4][C:3]=1[CH:9]1[N:10]=[C:11]([C:21]2[S:22][CH:23]=[CH:24][N:25]=2)[NH:12][C:13]([CH2:19][N:27]2[CH2:32][CH2:31][O:30][CH:29]([C:33]([OH:35])=[O:34])[CH2:28]2)=[C:14]1[C:15]([O:17][CH3:18])=[O:16] |f:1.2|. Procedure details: Methyl 4-(2-bromo-4-fluorophenyl)-6-(bromomethyl)-2-(thiazol-2-yl)-1,4-dihydropyrimidine-5-carboxylate (1.22 g, 2.5 mmol) was reacted with morpholine-2-carboxylic acid hydrochloride (0.5 g, 3 mmol) according to the procedure as described in Example 3 to give the title compound as a yellow solid (0.54 g, 40%). The compound was characterized by the following spectroscopic data: